This data is from the Open Reaction Database (ORD), a public repository of structured organic reaction records. The task is: describe an organic reaction: reactants, conditions, products, and yield As a reaction SMILES: [Ag+:25].[Br:1][c:2]1[c:3]([C:4](=[O:5])[O:6][CH2:7][CH3:8])[cH:9][c:10]([C:13]([Br:14])([Br:15])[Br:16])[cH:11][n:12]1.[CH3:17][CH2:18][OH:19].[N+:21]([O-:22])([O-:23])=[O:24].[OH2:20]>>[Br:1][c:2]1[c:3]([C:4](=[O:5])[O:6][CH2:7][CH3:8])[cH:9][c:10]([C:13]([O:19][CH2:18][CH3:17])=[O:20])[cH:11][n:12]1. The product is CCOC(=O)c1cnc(Br)c(C(=O)OCC)c1. Starting materials: [Ag+], CCOC(=O)c1cc(C(Br)(Br)Br)cnc1Br, CCO, O=[N+]([O-])[O-], O.